Dataset: the Open Reaction Database (ORD), a public repository of structured organic reaction records. Task: describe an organic reaction: reactants, conditions, products, and yield Starting materials: O(C1=CC=CC=C1)P(=O)(OC1=CC=CC=C1)OC=1N(CCOC1)C(=O)OC(C)(C)C (tert-butyl 5-((diphenoxyphosphoryl)oxy)-2H-1,4-oxazine-4(3H)-carboxylate), B(O)(O)C1=CC=C(C(=O)O)C=C1 (4-boronobenzoic acid). The product is C(C)(C)(C)OC(=O)N1CCOC=C1C1=CC=C(C(=O)O)C=C1 (4-(4-(tert-butoxycarbonyl)-3,4-dihydro-2H-1,4-oxazin-5-yl)benzoic acid). The yield is 30.0%. Reaction SMILES: O(P(O[C:18]1[N:19]([C:24]([O:26][C:27]([CH3:30])([CH3:29])[CH3:28])=[O:25])[CH2:20][CH2:21][O:22][CH:23]=1)(OC1C=CC=CC=1)=O)C1C=CC=CC=1.B([C:34]1[CH:42]=[CH:41][C:37]([C:38]([OH:40])=[O:39])=[CH:36][CH:35]=1)(O)O>>[C:27]([O:26][C:24]([N:19]1[C:18]([C:34]2[CH:42]=[CH:41][C:37]([C:38]([OH:40])=[O:39])=[CH:36][CH:35]=2)=[CH:23][O:22][CH2:21][CH2:20]1)=[O:25])([CH3:28])([CH3:29])[CH3:30]. Procedure details: This compound was prepared from tert-butyl 5-((diphenoxyphosphoryl)oxy)-2H-1,4-oxazine-4(3H)-carboxylate and 4-boronobenzoic acid using a procedure similar to that described in Example 2 (Steps 1-3a) above. The product was isolated as an off-white solid (30% yield); 1H-NMR (d6-DMSO) 1.06 (9H, s), 3.69 (2H, t), 4.12 (2H, t), 6.58 (1H, s), 7.29 (2H, d), 7.85 (2H, d), 12.83 (1H, brs); 13C-NMR (CDCl3); 27.7, 41.3, 66.8, 124.5, 130.1, 134.0; MS ES(+) 249.9 (M+-tBu). IR λmax=1701, 1674 cm−1. Reactants: NC(C(C)N1N=CN(C1=O)C1=CC=C(C=C1)N1CCN(CC1)C1=CC=C(C=C1)OCC1OC(OC1)(CN1N=CN=C1)C1=C(C=C(C=C1)F)F)C (2-(2-amino-1-methylpropyl)-4-[4-[4-[4-[[2-(2,4-difluorophenyl)-2-(1H-1,2,4-triazol-1-ylmethyl)-1,3-dioxolan-4-yl]methoxy]phenyl]-1-piperazinyl]-phenyl]-2,4-dihydro-3H-1,2,4-triazol-3-one), C1(=CC=CC=C1)[C@@H]1OC1 ((S)-phenyl oxirane), C1(=CC=CC=C1)[C@@H]1OC1 ((S)-phenyl oxirane). Run in CC(C)O (2-propanol). Yields the product FC1=C(C=CC(=C1)F)C1(OCC(O1)COC1=CC=C(C=C1)N1CCN(CC1)C1=CC=C(C=C1)N1C(N(N=C1)C(C(C)NCC(C1=CC=CC=C1)O)C)=O)CN1N=CN=C1 (4-[4-[4-[4-[[2-(2,4-difluorophenyl)-2-(1H-1,2,4-triazol-1-ylmethyl)-1,3-dioxolan-4-yl]methoxy]phenyl]-1-piperazinyl]phenyl]-2,4-dihydro-2-[2[(2-hydroxy-2-phenylethyl)amino]-1-methylpropyl]-3H-1,2,4-triazol-3-one). As a reaction SMILES: [NH2:1][CH:2]([CH3:50])[CH:3]([N:5]1[C:9](=[O:10])[N:8]([C:11]2[CH:16]=[CH:15][C:14]([N:17]3[CH2:22][CH2:21][N:20]([C:23]4[CH:28]=[CH:27][C:26]([O:29][CH2:30][CH:31]5[CH2:35][O:34][C:33]([C:42]6[CH:47]=[CH:46][C:45]([F:48])=[CH:44][C:43]=6[F:49])([CH2:36][N:37]6[CH:41]=[N:40][CH:39]=[N:38]6)[O:32]5)=[CH:25][CH:24]=4)[CH2:19][CH2:18]3)=[CH:13][CH:12]=2)[CH:7]=[N:6]1)[CH3:4].[C:51]1([C@H:57]2[CH2:59][O:58]2)[CH:56]=[CH:55][CH:54]=[CH:53][CH:52]=1>CC(O)C>[F:49][C:43]1[CH:44]=[C:45]([F:48])[CH:46]=[CH:47][C:42]=1[C:33]1([CH2:36][N:37]2[CH:41]=[N:40][CH:39]=[N:38]2)[O:32][CH:31]([CH2:30][O:29][C:26]2[CH:25]=[CH:24][C:23]([N:20]3[CH2:19][CH2:18][N:17]([C:14]4[CH:13]=[CH:12][C:11]([N:8]5[CH:7]=[N:6][N:5]([CH:3]([CH3:4])[CH:2]([NH:1][CH2:59][CH:57]([OH:58])[C:51]6[CH:56]=[CH:55][CH:54]=[CH:53][CH:52]=6)[CH3:50])[C:9]5=[O:10])=[CH:16][CH:15]=4)[CH2:22][CH2:21]3)=[CH:28][CH:27]=2)[CH2:35][O:34]1. Procedure: A mixture of compound (37) (0.0043 mol) and (S)-phenyl oxirane (0.005 mol) in 2-propanol (50 ml) was stirred and refluxed overnight. (S)-phenyl oxirane (0.005 mol) was added again. The mixture was stirred and refluxed for 3 hours. The solvent was evaporated. The residue was purified by column chromatography over silica gel (eluent: CH2Cl2/CH3OH 99/1). The pure fractions were collected and the solvent was evaporated. The residue was triturated in DIPE, filtered off and dried, yielding 1.6 g (47%)...